describe an organic reaction: reactants, conditions, products, and yield From a dataset of the Open Reaction Database (ORD), a public repository of structured organic reaction records. The reactants are BrC1=NNC(=C1)N (3-bromo-1H-pyrazol-5-amine), C(C)(=O)C(C(=O)OC)CC(=O)OC (dimethyl 2-acetylsuccinate). Reagents/catalysts: O.C1(=CC=C(C=C1)S(=O)(=O)O)C (p-toluenesulfonic acid monohydrate). The solvent is C=1(C(=CC=CC1)C)C (xylene). The product is BrC1=NN2C(N=C(C(=C2O)CC(=O)OC)C)=C1 (Methyl 2-(2-bromo-7-hydroxy-5-methylpyrazolo[1,5-a]pyrimidin-6-yl)acetate). Yield: 54.2%. As a reaction SMILES: [Br:1][C:2]1[CH:6]=[C:5]([NH2:7])[NH:4][N:3]=1.[C:8]([CH:11]([CH2:16][C:17]([O:19][CH3:20])=[O:18])[C:12](OC)=[O:13])(=O)[CH3:9]>C1(C)C(C)=CC=CC=1.O.C1(C)C=CC(S(O)(=O)=O)=CC=1>[Br:1][C:2]1[CH:6]=[C:5]2[N:7]=[C:8]([CH3:9])[C:11]([CH2:16][C:17]([O:19][CH3:20])=[O:18])=[C:12]([OH:13])[N:4]2[N:3]=1 |f:3.4|. Procedure details: To a solution of 3-bromo-1H-pyrazol-5-amine (0.2 g, 1.235 mmol) and dimethyl 2-acetylsuccinate (0.697 g, 3.70 mmol) in xylene (10 mL) was added p-toluenesulfonic acid monohydrate (2 mg, 10.51 μmol). The reaction mixture was heated at reflux under a Dean-Stark trap for 8 h. The solid was filtered and washed with hexanes to afford the title compound (0.201 g, 54.2%). 1H NMR (400 MHz, MeOD) δ 2.37 (3H, s), 3.65 (2H, s), 3.71 (3H, s), 6.20 (1H, s). The reactants are FC(C(=O)O)(F)F (trifluoroacetic acid), NCC=1C=C2C(=NC1)N(C=C2C=2C=C(C=NC2)NC(C(=O)NCC(F)(F)F)C(C)C)COCC[Si](C)(C)C (2-(5-(5-(aminomethyl)-1-((2-(trimethylsilyl)ethoxy)methyl)-1H-pyrrolo[2,3 b]pyridin-3-yl)pyridin-3-ylamino)-3-methyl-N-(2,2,2-trifluoroethyl)butanamide), C(=O)(C(F)(F)F)O (TFA), [OH-].[Na+] (NaOH), C(CN)N (ethylenediamine). Solvent: ClCCl (dichlormethane). Reaction conditions: time 1.5 hour. Product: NCC=1C=C2C(=NC1)NC=C2C=2C=C(C=NC2)NC(C(=O)NCC(F)(F)F)C(C)C (2-(5-(5-(aminomethyl)-1H-pyrrolo[2,3-b]pyridin-3-yl)pyridin-3-ylamino)-3-methyl-N-(2,2,2-trifluoroethyl)butanamide). Yield: 91.5%. Reaction SMILES: [NH2:1][CH2:2][C:3]1[CH:4]=[C:5]2[C:11]([C:12]3[CH:13]=[C:14]([NH:18][CH:19]([CH:28]([CH3:30])[CH3:29])[C:20]([NH:22][CH2:23][C:24]([F:27])([F:26])[F:25])=[O:21])[CH:15]=[N:16][CH:17]=3)=[CH:10][N:9](COCC[Si](C)(C)C)[C:6]2=[N:7][CH:8]=1.C(O)(C(F)(F)F)=O.[OH-].[Na+].C(N)CN>ClCCl>[NH2:1][CH2:2][C:3]1[CH:4]=[C:5]2[C:11]([C:12]3[CH:13]=[C:14]([NH:18][CH:19]([CH:28]([CH3:30])[CH3:29])[C:20]([NH:22][CH2:23][C:24]([F:25])([F:26])[F:27])=[O:21])[CH:15]=[N:16][CH:17]=3)=[CH:10][NH:9][C:6]2=[N:7][CH:8]=1 |f:2.3|. Procedure: To 2-(5-(5-(aminomethyl)-1-((2-(trimethylsilyl)ethoxy)methyl)-1H-pyrrolo[2,3-b]pyridin-3-yl)pyridin-3-ylamino)-3-methyl-N-(2,2,2-trifluoroethyl)butanamide 10-1b (211 mg, 0.364 mmol) dissolved in dichlormethane (2.0 ml) was added TFA (2.0 ml, 26.0 mmol). The reaction stirred at room temp for 1.5 hrs, concentrated and the residue dissolved in MeOH (2.0 ml). NaOH (0.255 ml, 2.55 mmol) and ethylenediamine (0.049 ml, 0.728 mmol) were added and the reaction stirred for 2 hrs at room temperature. The r...